From a dataset of the Open Reaction Database (ORD), a public repository of structured organic reaction records. describe an organic reaction: reactants, conditions, products, and yield As a reaction SMILES: [CH2:1]([C:3]1([C:11]2[CH:16]=[CH:15][CH:14]=[C:13]([O:17][CH3:18])[CH:12]=2)[CH2:9][CH2:8][CH2:7][CH2:6][NH:5][C:4]1=O)[CH3:2].[H-].[H-].[H-].[H-].[Li+].[Al+3]>C1COCC1>[CH2:1]([C:3]1([C:11]2[CH:16]=[CH:15][CH:14]=[C:13]([O:17][CH3:18])[CH:12]=2)[CH2:9][CH2:8][CH2:7][CH2:6][NH:5][CH2:4]1)[CH3:2] |f:1.2.3.4.5.6|. Starting materials: C(C)C1(C(NCCCC1)=O)C1=CC(=CC=C1)OC (3-ethyl-3-(3-methoxy-phenyl)-azepan-2-one), [H-].[H-].[H-].[H-].[Li+].[Al+3] (LiAlH4). Yields the product C(C)C1(CNCCCC1)C1=CC(=CC=C1)OC (3-ethyl-3-(3-methoxy-phenyl)-azepane). The solvent is C1CCOC1 (THF), C1CCOC1 (THF). Reported procedure: 3-Ethyl-3-(3-methoxy-phenyl)-azepan-2-one (as described in Step H above) (1.05 g, 4.24 mmol) in anhydrous THF (4.2 mL) was added to a solution of LiAlH4 (0.193 g, 5.09 mmol) in anhydrous THF (4.2 mL) and refluxed for 24 h. The solution was cooled, quenched with H2O (0.18 mL), 15% NaOH (0.18 mL), H2O (0.54 mL), filtered and concentrated. The residue was purified using reverse phase chromatography (95/5-5/95 H2O/CH3CN with 0.1% TFA, flow =65 mL/min) and converted to its free base using saturated N... As a reaction SMILES: Cl[C:2]([C:12]([F:15])([F:14])[F:13])=[CH:3][C:4]1[CH:9]=[CH:8][CH:7]=[C:6]([Cl:10])[C:5]=1[Cl:11].CC([O-])(C)C.[K+]>C(O)(C)(C)C>[Cl:11][C:5]1[C:6]([Cl:10])=[CH:7][CH:8]=[CH:9][C:4]=1[C:3]#[C:2][C:12]([F:15])([F:13])[F:14] |f:1.2|. Solvent: C(C)(C)(C)O (tert-butanol), C(C)(C)(C)O (tert-butanol), ice water. Procedure: To a solution of 31.7 g of (2-chloro-3,3,3-trifluoropropen-1-yl)-2,3-dichlorobenzene in 50 ml of tert-butanol, there is added dropwise at RT a solution of 14.1 g of potassium tert-butylate in 750 ml of tert-butanol in such a manner that the temperature of the reaction solution does not exceed 30° C. After continued stirring at RT for 18 h, the mixture is taken up in ice-water and extracted with ether. The organic phases are combined, washed with water and sodium chloride solution, and concentrat... Reaction conditions: time 18 hour. Starting materials: ClC(=CC1=C(C(=CC=C1)Cl)Cl)C(F)(F)F ((2-chloro-3,3,3-trifluoropropen-1-yl)-2,3-dichlorobenzene), CC(C)(C)[O-].[K+] (potassium tert-butylate). Yields the product ClC1=C(C=CC=C1Cl)C#CC(F)(F)F (2,3-Dichloro-(3,3,3-trifluoropropyn-1-yl)-benzene). Reactants: ClC1=CC(=NC2=C3N=C(C=C(C3=CC=C12)Cl)C)C (4,7-dichloro-2,9-dimethyl-1,10-phenanthroline), C(CCCCC)[Mg]Br (n-HexMgBr), CuBr. Yields the product CC1=NC2=C3N=C(C=C(C3=CC=C2C(=C1)CCCC)CCCC)C (2,9-dimethyl-4,7-di(n-butyl)-1,10-phenanthroline). As a reaction SMILES: Cl[C:2]1[C:15]2[C:6](=[C:7]3[C:12](=[CH:13][CH:14]=2)[C:11](Cl)=[CH:10][C:9]([CH3:17])=[N:8]3)[N:5]=[C:4]([CH3:18])[CH:3]=1.C([Mg]Br)C[CH2:21][CH2:22][CH2:23][CH3:24]>>[CH3:17][C:9]1[CH:10]=[C:11]([CH2:15][CH2:2][CH2:3][CH3:4])[C:12]2[C:7](=[C:6]3[C:15](=[CH:14][CH:13]=2)[C:2]([CH2:24][CH2:23][CH2:22][CH3:21])=[CH:3][C:4]([CH3:18])=[N:5]3)[N:8]=1. Procedure details: 4,7-dichloro-2,9-dimethyl-1,10-phenanthroline, Phen1, is synthesized according to the literature (M. Schmittel, H. Ammon Eur. J. Org. Chem. 1998, 785.). For the substitution with a n-butyl group, an equimolar amount of n-HexMgBr and CuBr is added. The purification of Phen2 is done using column chromatography over silica gel. The reactants are [BH4-], COC(=O)C(C)(CC#N)C(C)C, C1CCOC1, [Na+], O. The product is CC(C)C1(C)CCNC1=O. Reaction SMILES: [BH4-:13].[C:1](#[N:2])[CH2:3][C:4]([C:5](=[O:6])[O:7][CH3:8])([CH:9]([CH3:10])[CH3:11])[CH3:12].[CH2:15]1[O:16][CH2:17][CH2:18][CH2:19]1.[Na+:14].[OH2:20]>>[CH2:1]1[NH:2][C:5](=[O:6])[C:4]([CH:9]([CH3:10])[CH3:11])([CH3:12])[CH2:3]1. The reactants are CCOC(=O)COc1c(Cl)cc(NC(=S)Nc2ccc(NC(C)=O)cc2)cc1Cl, CO, [Na+], C1CCOC1, [OH-]. The product is CC(=O)Nc1ccc(NC(=S)Nc2cc(Cl)c(OCC(=O)O)c(Cl)c2)cc1. RXN SMILES: [CH2:1]([CH3:2])[O:3][C:4]([CH2:5][O:6][c:7]1[c:8]([Cl:28])[cH:9][c:10]([NH:14][C:15](=[S:16])[NH:17][c:18]2[cH:19][cH:20][c:21]([NH:24][C:25]([CH3:26])=[O:27])[cH:22][cH:23]2)[cH:11][c:12]1[Cl:13])=[O:29].[CH3:37][OH:38].[Na+:36].[O:30]1[CH2:31][CH2:32][CH2:33][CH2:34]1.[OH-:35]>>[O:3]=[C:4]([CH2:5][O:6][c:7]1[c:8]([Cl:28])[cH:9][c:10]([NH:14][C:15](=[S:16])[NH:17][c:18]2[cH:19][cH:20][c:21]([NH:24][C:25]([CH3:26])=[O:27])[cH:22][cH:23]2)[cH:11][c:12]1[Cl:13])[OH:29]. Starting materials: N1C(=S)NC(=O)CC1=O (thiobarbituric acid), C(O)(O)=O.NC(=N)N (guanidine carbonate). Run in O (water). Yields the product N1C(=S)NC(=O)CC1=O.NC(=N)N (guanidine thiobarbiturate). RXN SMILES: [NH:1]1[C:8](=[O:9])[CH2:7][C:5](=[O:6])[NH:4][C:2]1=[S:3].C(=O)(O)O.[NH2:14][C:15]([NH2:17])=[NH:16]>O>[NH:1]1[C:8](=[O:9])[CH2:7][C:5](=[O:6])[NH:4][C:2]1=[S:3].[NH2:16][C:15]([NH2:17])=[NH:14] |f:1.2,4.5|. Reported procedure: 600 g of water and 432 g (3 mol) of thiobarbituric acid (Merck) were heated to 90° C. and 270 g (1.5 mol) of guanidine carbonate (Chemie Linz) were added while stirring. After stirring for a further 2 hours at the boiling point while refluxing, the guanidine thiobarbiturate formed was suction filtered, washed twice with cold water, and dried overnight at 105° C. in a drying cabinet. Guanidine thiobarbiturate was obtained in a yield of 80%. The melting point was 320°-325° C., and the decompositio...